This data is from the Open Reaction Database (ORD), a public repository of structured organic reaction records. The task is: describe an organic reaction: reactants, conditions, products, and yield Starting materials: [BH4-].[Na+] (sodium borohydride), C(C)(C)(C)OC(=O)N1C[C@H](OC[C@@H]1[C@H]([C@H](CC1=CC(=CC(=C1)F)F)[N+](=O)[O-])O)OCC ((2S,5R)-5-[(1R,2S)-3-(3,5-difluorophenyl)-1-hydroxy-2-nitropropyl]-2-ethoxymorpholine-4-carboxylic acid tert-butyl ester). Reagents/catalysts: [Ni](Cl)Cl (nickel (II) chloride). Run in CO (methanol). Product: C(C)(C)(C)OC(=O)N1C[C@H](OC[C@@H]1[C@H]([C@H](CC1=CC(=CC(=C1)F)F)N)O)OCC ((2S,5R)-5-[(1S,2S)-2-Amino-3-(3,5-difluoro-phenyl)-1-hydroxypropyl]-2-ethoxymorpholine-4-carboxylic acid tert-butyl ester). Yield: 70.2%. As a reaction SMILES: [BH4-].[Na+].[C:3]([O:7][C:8]([N:10]1[C@@H:15]([C@@H:16]([OH:30])[C@@H:17]([N+:27]([O-])=O)[CH2:18][C:19]2[CH:24]=[C:23]([F:25])[CH:22]=[C:21]([F:26])[CH:20]=2)[CH2:14][O:13][C@H:12]([O:31][CH2:32][CH3:33])[CH2:11]1)=[O:9])([CH3:6])([CH3:5])[CH3:4]>CO.[Ni](Cl)Cl>[C:3]([O:7][C:8]([N:10]1[C@@H:15]([C@@H:16]([OH:30])[C@@H:17]([NH2:27])[CH2:18][C:19]2[CH:20]=[C:21]([F:26])[CH:22]=[C:23]([F:25])[CH:24]=2)[CH2:14][O:13][C@H:12]([O:31][CH2:32][CH3:33])[CH2:11]1)=[O:9])([CH3:5])([CH3:6])[CH3:4] |f:0.1|. Reported procedure: Add sodium borohydride (0.061 g, 1.62 mmol) portionwise to a solution of (2S,5R)-5-[(1R,2S)-3-(3,5-difluorophenyl)-1-hydroxy-2-nitropropyl]-2-ethoxymorpholine-4-carboxylic acid tert-butyl ester (0.145 g, 0.325 mmol) and nickel (II) chloride (0.063 g, 0.487 mmol) at room temperature in methanol (5 mL) and stir 30 for min. Add water (˜3 mL) and concentrate. Dilute with ethyl acetate and filter through a filtering agent. Partition the filtrate between ethyl acetate and water, dry (magnesium sulfate... Procedure: 78 g (0.5 mol) of 1-(3,3-dimethyl-cyclohexyl)-ethanol, 86.9 g (0.55 mol) of 3-oxo-hexanecarboxylic acid ethyl ester and 0.6 g sodium ethylate in 50 g ethanol were placed in a 500-ml stirred vessel and boiled under reflux, distilling-off the ethanol via a still head. Then 100 ml water and 100 ml toluene were added to the reaction solution at room temperature, the aqueous phase was separated, the organic phase was washed with water until neutral and concentrated by evaporation. The raw product (13... Starting materials: CC1(CC(CCC1)C(C)O)C (1-(3,3-dimethyl-cyclohexyl)-ethanol), O (water), C(C)OC(=O)CCC(CCC)=O (3-oxo-hexanecarboxylic acid ethyl ester), CC[O-].[Na+] (sodium ethylate). Yields the product CC1(CC(CCC1)C(C)OC(CC(CCC)=O)=O)C (3-oxo-hexanoic acid-1-(3,3-dimethyl-cyclohexyl)-ethyl ester). As a reaction SMILES: [CH3:1][C:2]1([CH3:11])[CH2:7][CH2:6][CH2:5][CH:4]([CH:8]([OH:10])[CH3:9])[CH2:3]1.C(O[C:15]([CH2:17][CH2:18][C:19](=[O:23])[CH2:20][CH2:21]C)=O)C.CC[O-:26].[Na+].O>C(O)C.C1(C)C=CC=CC=1>[CH3:11][C:2]1([CH3:1])[CH2:7][CH2:6][CH2:5][CH:4]([CH:8]([O:10][C:21](=[O:26])[CH2:20][C:19](=[O:23])[CH2:18][CH2:17][CH3:15])[CH3:9])[CH2:3]1 |f:2.3|. The solvent is C1(=CC=CC=C1)C (toluene), C(C)O (ethanol), C(C)O (ethanol).